From a dataset of the Open Reaction Database (ORD), a public repository of structured organic reaction records. describe an organic reaction: reactants, conditions, products, and yield RXN SMILES: [Br:39][c:40]1[cH:41][n:42][cH:43][n:44][cH:45]1.[Br:46][c:47]1[cH:48][n:49][cH:50][cH:51][cH:52]1.[CH2:1]([CH3:2])[O:3][CH2:4][c:5]1[n:6]([CH2:19][CH2:20][O:21][CH2:22][C:23]#[CH:24])[c:7]2[c:8]([c:9]3[n:10]([c:11]([CH3:14])[c:12]2[CH3:13])[n:15][n:16][n:17]3)[n:18]1.[CH2:25]([O:26][CH2:27][CH2:28][NH:29][C:30](=[O:31])[O:32][C:33]([CH3:34])([CH3:35])[CH3:36])[C:37]#[CH:38]>>[CH2:1]([CH3:2])[O:3][CH2:4][c:5]1[n:6]([CH2:19][CH2:20][O:21][CH2:22][C:23]#[C:24][c:40]2[cH:41][n:42][cH:43][n:44][cH:45]2)[c:7]2[c:8]([c:9]3[n:10]([c:11]([CH3:14])[c:12]2[CH3:13])[n:15][n:16][n:17]3)[n:18]1. Reactants: Brc1cncnc1, Brc1cccnc1, C#CCOCCn1c(COCC)nc2c1c(C)c(C)n1nnnc21, C#CCOCCNC(=O)OC(C)(C)C. The product is CCOCc1nc2c(c(C)c(C)n3nnnc23)n1CCOCC#Cc1cncnc1.